Task: describe an organic reaction: reactants, conditions, products, and yield. Dataset: the Open Reaction Database (ORD), a public repository of structured organic reaction records The reactants are FC1=C(C=CC(=C1)F)C(CN1N=CN=C1)(C(C)C1=CC=NC=C1)O (2-(2,4-difluorophenyl)-3-(pyridin-4-yl)-1-(1H-1,2,4-triazol-1-yl)butan-2-ol), ClC=1C=C(C(=O)OO)C=CC1 (3-chloroperoxybenzoic acid), ClC=1C=C(C(=O)OO)C=CC1 (3-chloroperoxybenzoic acid). Run in ClCCl (dichloromethane). Conditions: time 24 hour. Product: FC1=C(C=CC(=C1)F)C(CN1N=CN=C1)(C(C)C1=CC=[N+](C=C1)[O-])O (2-(2,4-Difluorophenyl)-3-(1-oxidopyridin-4-yl)-1-(1H-1,2,4-triazol-1-yl)butan-2-ol). Isolated yield 95.4%. Reaction SMILES: [F:1][C:2]1[CH:7]=[C:6]([F:8])[CH:5]=[CH:4][C:3]=1[C:9]([OH:24])([CH:16]([C:18]1[CH:23]=[CH:22][N:21]=[CH:20][CH:19]=1)[CH3:17])[CH2:10][N:11]1[CH:15]=[N:14][CH:13]=[N:12]1.ClC1C=C(C=CC=1)C(OO)=[O:30]>ClCCl>[F:1][C:2]1[CH:7]=[C:6]([F:8])[CH:5]=[CH:4][C:3]=1[C:9]([OH:24])([CH:16]([C:18]1[CH:19]=[CH:20][N+:21]([O-:30])=[CH:22][CH:23]=1)[CH3:17])[CH2:10][N:11]1[CH:15]=[N:14][CH:13]=[N:12]1. Procedure: A solution of 2-(2,4-difluorophenyl)-3-(pyridin-4-yl)-1-(1H-1,2,4-triazol-1-yl)butan-2-ol (diastereoisomeric pair B from Example 2) (20.0 g) and 85% w/w 3-chloroperoxybenzoic acid (12.3 g) in dichloromethane (250 ml) was stirred at room temperature for 18 hours. Further 3-chloroperoxybenzoic acid (2.50 g) was then added and stirring was continued for 24 hours. The solution was evaporated and the residue was dissolved in ether. A solid formed on standing which was filtered off and chromatographed... Starting materials: CCOCC (Et2O), ClC1=C(C=O)C(=CC=C1)O (2-chloro-6-hydroxybenzaldehyde), ICC (iodoethane), C(=O)([O-])[O-].[K+].[K+] (K2CO3). Run in CN(C)C=O (DMF). Run at temperature 80 celsius. Yields the product ClC1=C(C=O)C(=CC=C1)OCC (2-chloro-6-ethoxybenzaldehyde). RXN SMILES: [Cl:1][C:2]1[CH:9]=[CH:8][CH:7]=[C:6]([OH:10])[C:3]=1[CH:4]=[O:5].I[CH2:12][CH3:13].C([O-])([O-])=O.[K+].[K+].CCOCC>CN(C=O)C>[Cl:1][C:2]1[CH:9]=[CH:8][CH:7]=[C:6]([O:10][CH2:12][CH3:13])[C:3]=1[CH:4]=[O:5] |f:2.3.4|. Procedure: A mixture of commercially available 2-chloro-6-hydroxybenzaldehyde (2.000 g; 12.80 mmol), iodoethane (3.985 g; 25.50 mmol), and K2CO3 (2.119 g; 15.30 mmol) in anh. DMF (35 ml) was heated to 80° C., under nitrogen, for 1 h. Et2O was added and the organic layer was washed with water, dried over anh. MgSO4, filtered, and concentrated to dryness under reduced pressure affording 2-chloro-6-ethoxybenzaldehyde as a yellow solid. LC-MS (conditions A): tR=0.75 min.; [M+H]+: 185.39 g/mol. The reactants are O=C([O-])[O-], CC1CCCN1CCCOc1ccc2c(c1)CCC(=O)N2c1ccc2c(ccn2C(=O)OC(C)(C)C)c1, CO, CC1CCCN1CCCCl, [K+], [K+], O. The product is CC1CCCN1CCCOc1ccc2c(c1)CCC(=O)N2c1ccc2[nH]ccc2c1. As a reaction SMILES: [C:48](=[O:49])([O-:50])[O-:51].[CH3:1][CH:2]1[N:3]([CH2:7][CH2:8][CH2:9][O:10][c:11]2[cH:12][c:13]3[c:18]([cH:19][cH:20]2)[N:17]([c:21]2[cH:22][c:23]4[cH:24][cH:25][n:26]([C:30]([O:31][C:32]([CH3:33])([CH3:34])[CH3:35])=[O:36])[c:27]4[cH:28][cH:29]2)[C:16](=[O:37])[CH2:15][CH2:14]3)[CH2:4][CH2:5][CH2:6]1.[CH3:54][OH:55].[Cl:38][CH2:39][CH2:40][CH2:41][N:42]1[CH2:43][CH2:44][CH2:45][CH:46]1[CH3:47].[K+:52].[K+:53].[OH2:56]>>[CH3:1][CH:2]1[N:3]([CH2:7][CH2:8][CH2:9][O:10][c:11]2[cH:12][c:13]3[c:18]([cH:19][cH:20]2)[N:17]([c:21]2[cH:22][c:23]4[cH:24][cH:25][nH:26][c:27]4[cH:28][cH:29]2)[C:16](=[O:37])[CH2:15][CH2:14]3)[CH2:4][CH2:5][CH2:6]1. Starting materials: ClC=1C(=NNC1C)N (4-Chloro-5-methyl-1H-pyrazol-3-ylamine), CN(C)C=O (DMF), C(=O)([O-])[O-].[K+].[K+] (K2CO3), ClCC(=O)N1CCN(CC1)C1=CC=C(C=C1)F (2-Chloro-1-[4-(4-fluoro-phenyl)-piperazin-1-yl]-ethanone). The solvent is CCCCCC.C(C)(=O)OCC (hexane ethyl acetate). Yields the product NC1=NN(C(=C1Cl)C)CC(=O)N1CCN(CC1)C1=CC=C(C=C1)F (2-(3-Amino-4-chloro-5-methyl-pyrazol-1-yl)-1-[4-(4-fluorophenyl)-piperazin-1-yl]-ethanone). Reaction SMILES: [Cl:1][C:2]1[C:3]([NH2:8])=[N:4][NH:5][C:6]=1[CH3:7].C([O-])([O-])=O.[K+].[K+].Cl[CH2:16][C:17]([N:19]1[CH2:24][CH2:23][N:22]([C:25]2[CH:30]=[CH:29][C:28]([F:31])=[CH:27][CH:26]=2)[CH2:21][CH2:20]1)=[O:18].CN(C=O)C>CCCCCC.C(OCC)(=O)C>[NH2:8][C:3]1[C:2]([Cl:1])=[C:6]([CH3:7])[N:5]([CH2:16][C:17]([N:19]2[CH2:20][CH2:21][N:22]([C:25]3[CH:30]=[CH:29][C:28]([F:31])=[CH:27][CH:26]=3)[CH2:23][CH2:24]2)=[O:18])[N:4]=1 |f:1.2.3,6.7|. Reported procedure: Protocol T was followed using 4-Chloro-5-methyl-1H-pyrazol-3-ylamine, K2CO3, 2-Chloro-1-[4-(4-fluoro-phenyl)-piperazin-1-yl]-ethanone and DMF. Column chromatography using a solvent mixture (hexane/ethyl acetate=1/4) afforded the title compound as colorless oil. 1H NMR (400 MHz, CDCl3): 7.02-7.08 (m, 2H), 6.94-7.0 (t, 2H), 4.85 (s, 2H), 4.2 (s, 2H), 3.80-3.88 (m, 4H), 3.14-3.34 (m, 4H), 2.34 (s, 3H). MS (ES) M+H expected 317.37, found 318.1. MS (ES) M+H expected 351.81, found 352.1. Starting materials: C(C)OC(=O)C=1C(N(C2=NC=CC=C2C1Cl)C)=O (4-chloro-1,2-dihydro-1-methyl-2-oxo-1,8-naphthyridine-3-carboxylic acid ethyl ester), N1CCCC1 (pyrrolidine), C([O-])([O-])=O.[Na+].[Na+] (sodium carbonate). Run in C(C)O (ethanol). Yields the product C(C)OC(=O)C=1C(N(C2=NC=CC=C2C1N1CCCC1)C)=O (1-Methyl-1,2-Dihydro-2-Oxo-4-(1-Pyrrolidinyl)-1,8-Naphthyridine-3-Carboxylic Acid Ethyl Ester). RXN SMILES: [CH2:1]([O:3][C:4]([C:6]1[C:7](=[O:18])[N:8]([CH3:17])[C:9]2[C:14]([C:15]=1Cl)=[CH:13][CH:12]=[CH:11][N:10]=2)=[O:5])[CH3:2].[NH:19]1[CH2:23][CH2:22][CH2:21][CH2:20]1.C(=O)([O-])[O-].[Na+].[Na+]>C(O)C>[CH2:1]([O:3][C:4]([C:6]1[C:7](=[O:18])[N:8]([CH3:17])[C:9]2[C:14]([C:15]=1[N:19]1[CH2:23][CH2:22][CH2:21][CH2:20]1)=[CH:13][CH:12]=[CH:11][N:10]=2)=[O:5])[CH3:2] |f:2.3.4|. Procedure details: A stirred mixture of 2.7 g. (0.01 mole) of 4-chloro-1,2-dihydro-1-methyl-2-oxo-1,8-naphthyridine-3-carboxylic acid ethyl ester, 0.7 g. (0.01 mole) of pyrrolidine and 1.06 g. (0.01 mole) of sodium carbonate in 25 ml. of ethanol was heated under reflux for 5 hours. The mixture was filtered and the filtrate was cooled in ice. The precipitate which formed was collected and was dissolved in 20 ml. of ethyl acetate. The solution was diluted with petroleum ether to the cloudy point. The precipitate whi... The reactants are N1CCOCC1 (morpholine), c-HCl, [N+](=O)([O-])C1=C(C=CC=C1)C(C)=O (2′-nitroacetophenone), C=O (paraformaldehyde), c-HCl, C([O-])([O-])=O.[Na+].[Na+] (sodium carbonate). Run in C(C)O (ethanol), C(C)O (ethanol). Yields the product O1CCN(CC1)CCC(=O)C1=C(C=CC=C1)[N+](=O)[O-] (3-morpholino-1-(2′-nitrophenyl)propan-1-one). The yield is 35.0%. Reaction SMILES: [NH:1]1[CH2:6][CH2:5][O:4][CH2:3][CH2:2]1.[N+:7]([C:10]1[CH:15]=[CH:14][CH:13]=[CH:12][C:11]=1[C:16](=[O:18])[CH3:17])([O-:9])=[O:8].C=O.[C:21](=O)([O-])[O-].[Na+].[Na+]>C(O)C>[O:4]1[CH2:5][CH2:6][N:1]([CH2:21][CH2:17][C:16]([C:11]2[CH:12]=[CH:13][CH:14]=[CH:15][C:10]=2[N+:7]([O-:9])=[O:8])=[O:18])[CH2:2][CH2:3]1 |f:3.4.5|. Procedure: A solution of morpholine (2.27 g, 0.026 mol) in ethanol (10 ml) was treated with c-HCl (3 ml) for 10 mins, concentrated under reduced pressure to prepare morpholine HCl salt. To this mixture, 2′-nitroacetophenone (3.3 g, 0.02 mol), paraformaldehyde (0.8 g, 0.029 mol), c-HCl (0.1 ml) and anhydrous ethanol (10 ml) were added. The reaction mixture was stirred under reflux for 30 hrs. This reaction mixture was then cooled to room temperature, alkalized with 10% sodium carbonate solution, and the rea... Starting materials: [Br-], C#C[Mg+], CCN(CC)c1ccc(C=O)cc1C(C)C, C1CCOC1. The product is C#CC(O)c1ccc(N(CC)CC)c(C(C)C)c1. As a reaction SMILES: [Br-:1].[C:2](#[CH:3])[Mg+:4].[CH2:10]([CH3:11])[N:12]([c:13]1[c:14]([CH:21]([CH3:22])[CH3:23])[cH:15][c:16]([CH:17]=[O:18])[cH:19][cH:20]1)[CH2:24][CH3:25].[CH2:5]1[O:6][CH2:7][CH2:8][CH2:9]1>>[C:2](#[CH:3])[CH:17]([c:16]1[cH:15][c:14]([CH:21]([CH3:22])[CH3:23])[c:13]([N:12]([CH2:10][CH3:11])[CH2:24][CH3:25])[cH:20][cH:19]1)[OH:18]. The reactants are ClC=1C=CC(=C(C1)C1=CC(N(C=C1OC)C(C(=O)NC1=CC=C(C(=O)OC(C)(C)C)C=C1)CC(C)C)=O)C#N (tert-Butyl 4-({2-[4-(5-chloro-2-cyanophenyl)-5-methoxy-2-oxopyridin-1(2H)-yl]-4-methylpentanoyl}amino)benzoate), C(=O)(C(F)(F)F)O (TFA). The product is ClC=1C=CC(=C(C1)C1=CC(N(C=C1OC)C(C(=O)NC1=CC=C(C(=O)O)C=C1)CC(C)C)=O)C#N (4-({2-[4-(5-Chloro-2-cyanophenyl)-5-methoxy-2-oxopyridin-1(2H)-yl]-4-methylpentanoyl}amino)benzoic acid). Reaction SMILES: [Cl:1][C:2]1[CH:3]=[CH:4][C:5]([C:38]#[N:39])=[C:6]([C:8]2[C:13]([O:14][CH3:15])=[CH:12][N:11]([CH:16]([CH2:33][CH:34]([CH3:36])[CH3:35])[C:17]([NH:19][C:20]3[CH:32]=[CH:31][C:23]([C:24]([O:26]C(C)(C)C)=[O:25])=[CH:22][CH:21]=3)=[O:18])[C:10](=[O:37])[CH:9]=2)[CH:7]=1.C(O)(C(F)(F)F)=O>>[Cl:1][C:2]1[CH:3]=[CH:4][C:5]([C:38]#[N:39])=[C:6]([C:8]2[C:13]([O:14][CH3:15])=[CH:12][N:11]([CH:16]([CH2:33][CH:34]([CH3:36])[CH3:35])[C:17]([NH:19][C:20]3[CH:32]=[CH:31][C:23]([C:24]([OH:26])=[O:25])=[CH:22][CH:21]=3)=[O:18])[C:10](=[O:37])[CH:9]=2)[CH:7]=1. Procedure details: 127 mg (0.23 mmol) of tert-butyl 4-({2-[4-(5-chloro-2-cyanophenyl)-5-methoxy-2-oxopyridin-1(2H)-yl]-4-methylpentanoyl}amino)benzoate (racemate) (Example 25.1C) were hydrolysed with TFA according to General Method 2. Yield: 79 mg (71% of theory) Starting materials: N#Cc1cccc2c1CC(Br)C2=O, ClCCl, CCOC(=O)c1ncc[nH]1. The product is CCOC(=O)c1nccn1C1Cc2c(C#N)cccc2C1=O. RXN SMILES: [Br:11][CH:12]1[C:13](=[O:23])[c:14]2[cH:15][cH:16][cH:17][c:18]([C:21]#[N:22])[c:19]2[CH2:20]1.[Cl:24][CH2:25][Cl:26].[nH:1]1[c:2]([C:6](=[O:7])[O:8][CH2:9][CH3:10])[n:3][cH:4][cH:5]1>>[n:1]1([CH:12]2[C:13](=[O:23])[c:14]3[cH:15][cH:16][cH:17][c:18]([C:21]#[N:22])[c:19]3[CH2:20]2)[c:2]([C:6](=[O:7])[O:8][CH2:9][CH3:10])[n:3][cH:4][cH:5]1.